This data is from the Open Reaction Database (ORD), a public repository of structured organic reaction records. The task is: describe an organic reaction: reactants, conditions, products, and yield As a reaction SMILES: O1CCCC1.[CH3:6][C:7]([NH:10][C:11]1[O:12][C:13]([C:20]([O:22]CC)=[O:21])=[C:14]([C:16]([F:19])([F:18])[F:17])[N:15]=1)([CH3:9])[CH3:8].[OH-].[Na+].Cl>O>[CH3:9][C:7]([NH:10][C:11]1[O:12][C:13]([C:20]([OH:22])=[O:21])=[C:14]([C:16]([F:17])([F:19])[F:18])[N:15]=1)([CH3:6])[CH3:8] |f:2.3|. The yield is 9.5%. Solvent: O (water). Procedure: A reaction vessel was charged with 200 ml tetrahydrofuran and 28 g (100 mmol) of ethyl 2-[(1,1dimethylethyl)amino]-4-trifluoromethyl-5-oxazolecarboxylate (prepared by Example 6). With this mixture stirred at ambient temperature, 50% aqueous sodium hydroxide (16 g; 200 mmol) was added followed by 50 ml water as a rinse. The reaction mixture was stirred at ambient temperature for 16 hours. The mixture was then poured into 500 ml of 5% hydrochloric acid. After cooling with an ice bath, the mixture ... The product is CC(C)(C)NC=1OC(=C(N1)C(F)(F)F)C(=O)O (2-[(1,1-Dimethylethyl)amino]-4-(trifluoromethyl)-5-oxazolecarboxylic acid). Reactants: Cl (hydrochloric acid), O1CCCC1 (tetrahydrofuran), CC(C)(C)NC=1OC(=C(N1)C(F)(F)F)C(=O)OCC (ethyl 2-[(1,1dimethylethyl)amino]-4-trifluoromethyl-5-oxazolecarboxylate), [OH-].[Na+] (sodium hydroxide). The reactants are C(C)(C)(C)OC(=O)N1CCC(=CC1)OS(=O)(=O)C(F)(F)F (1-t-butoxycarbonyl-4-trifluoromethanesulfonyloxy-1,2,3,6-tetrahydropyridine), C(=O)C1=C(C=CC=C1)B(O)O (2-formylphenylboronic acid), [Cl-].[Li+] (lithium chloride), C([O-])([O-])=O.[Na+].[Na+] (sodium carbonate). Reagents/catalysts: C=1C=CC(=CC1)[P](C=2C=CC=CC2)(C=3C=CC=CC3)[Pd]([P](C=4C=CC=CC4)(C=5C=CC=CC5)C=6C=CC=CC6)([P](C=7C=CC=CC7)(C=8C=CC=CC8)C=9C=CC=CC9)[P](C=1C=CC=CC1)(C=1C=CC=CC1)C=1C=CC=CC1 (Tetrakis(triphenylphosphine)palladium). Solvent: COCCOC (1,2-dimethoxyethane). Reaction conditions: time 3 hour. Product: Cl.CC1=C(C=CC=C1)C1CCNCC1 (4-[2-Methylphenyl]piperidine Hydrochloride). Isolated yield 72.3%. As a reaction SMILES: C(OC([N:8]1[CH2:13][CH:12]=[C:11](OS(C(F)(F)F)(=O)=O)[CH2:10][CH2:9]1)=O)(C)(C)C.[CH:22]([C:24]1[CH:29]=[CH:28][CH:27]=[CH:26][C:25]=1B(O)O)=O.[Cl-:33].[Li+].C(=O)([O-])[O-].[Na+].[Na+]>COCCOC.C1C=CC([P]([Pd]([P](C2C=CC=CC=2)(C2C=CC=CC=2)C2C=CC=CC=2)([P](C2C=CC=CC=2)(C2C=CC=CC=2)C2C=CC=CC=2)[P](C2C=CC=CC=2)(C2C=CC=CC=2)C2C=CC=CC=2)(C2C=CC=CC=2)C2C=CC=CC=2)=CC=1>[ClH:33].[CH3:22][C:24]1[CH:29]=[CH:28][CH:27]=[CH:26][C:25]=1[CH:11]1[CH2:10][CH2:9][NH:8][CH2:13][CH2:12]1 |f:2.3,4.5.6,9.10,^1:50,52,71,90|. Reported procedure: Tetrakis(triphenylphosphine)palladium (0) (100 mg) was added to a degassed mixture of 1-t-butoxycarbonyl-4-trifluoromethanesulfonyloxy-1,2,3,6-tetrahydropyridine (1.32 g), 2-formylphenylboronic acid (850 mg), lithium chloride (504 mg) and aqueous sodium carbonate (2N, 5.47 mL) in 1,2-dimethoxyethane (30 mL). The resulting solution was heated under reflux for 3 h., cooled to room temperature and the solvent was evaporated under reduced pressure. The residue was partitioned between ethyl acetate a... Starting materials: OC1=CC=C(C(=O)OCC)C=C1 (ethyl 4-hydroxybenzoate), BrCCCCCCBr (1,6-dibromohexane), C(=O)([O-])[O-].[K+].[K+] (K2CO3). Conditions: time 20 hour. Yields the product BrCCCCCCOC1=CC=C(C(=O)OCC)C=C1 (Ethyl 4-(6-bromohexoxy)benzoate). RXN SMILES: [OH:1][C:2]1[CH:12]=[CH:11][C:5]([C:6]([O:8][CH2:9][CH3:10])=[O:7])=[CH:4][CH:3]=1.[Br:13][CH2:14][CH2:15][CH2:16][CH2:17][CH2:18][CH2:19]Br.C([O-])([O-])=O.[K+].[K+]>>[Br:13][CH2:14][CH2:15][CH2:16][CH2:17][CH2:18][CH2:19][O:1][C:2]1[CH:3]=[CH:4][C:5]([C:6]([O:8][CH2:9][CH3:10])=[O:7])=[CH:11][CH:12]=1 |f:2.3.4|. Procedure: An amount of 16.6 g (100 mmol) of ethyl 4-hydroxybenzoate, 122 g (500 mmol) of 1,6-dibromohexane, 10.0 g of K2CO3 (finely powdered in a mortar and dried) are heated under reflux in 75 ml of absolute acetone. After 20 hours, first the acetone and then the excess of dibromohexane are removed by distillation at 15 mmHg. The crude product is purified in a high vacuum by means of a bulb tube distillation apparatus. After recrystallization from a little ethanol and drying in vacuo over P4O10, about 10... Starting materials: C1(=CC(=CC(=C1)C(=O)OC)C(=O)OC)C(=O)OC (trimethyl 1,3,5-benzenetricarboxylate), [H-].[Al+3].[Li+].[H-].[H-].[H-] (lithium aluminum hydride), ester, [H-].[H-].[H-].[H-].[Li+].[Al+3] (LiAlH4), initial phase. RXN SMILES: [C:1]1([C:15](OC)=[O:16])[CH:6]=[C:5]([C:7](OC)=[O:8])[CH:4]=[C:3]([C:11](OC)=[O:12])[CH:2]=1.[H-].[Al+3].[Li+].[H-].[H-].[H-]>C1COCC1>[OH:8][CH2:7][C:5]1[CH:4]=[C:3]([CH2:11][OH:12])[CH:2]=[C:1]([CH2:15][OH:16])[CH:6]=1 |f:1.2.3.4.5.6|. Procedure details: A solution of trimethyl 1,3,5-benzenetricarboxylate (8.83 g, 0.035 M; Aldrich) in THF (125 mL) is added dropwise over a period of 45 minutes to a stirred mixture of lithium aluminum hydride (3.98 g, 0.105 M) and dry THF (150 mL) under a nitrogen atmosphere. The initial phase of the addition results in vigorous reaction and consequently the addition is very slow at first. As the ester solution is added, an orange mass forms when the drops came in contact with the LiAlH4 mixture. A yellowish-green... Product: OCC1=CC(=CC(=C1)CO)CO (1,3,5-Tris(hydroxymethyl)benzene). The solvent is C1CCOC1 (THF), C1CCOC1 (THF). The yield is 50.6%. The reactants are BrCC1CC1, CC(C)(C)OC(=O)NC1CNc2ccccc2NC1=O, C[Si](C)(C)[N-][Si](C)(C)C, [Li+], C1CCOC1. Product: CC(C)(C)OC(=O)NC1CNc2ccccc2N(CC2CC2)C1=O. As a reaction SMILES: [Br:31][CH2:32][CH:33]1[CH2:34][CH2:35]1.[C:1]([CH3:2])([CH3:3])([CH3:4])[O:5][C:6]([NH:7][CH:8]1[CH2:9][NH:10][c:11]2[c:12]([cH:16][cH:17][cH:18][cH:19]2)[NH:13][C:14]1=[O:15])=[O:20].[CH3:21][Si:22]([N-:23][Si:24]([CH3:25])([CH3:26])[CH3:27])([CH3:28])[CH3:29].[Li+:30].[O:36]1[CH2:37][CH2:38][CH2:39][CH2:40]1>>[C:1]([CH3:2])([CH3:3])([CH3:4])[O:5][C:6]([NH:7][CH:8]1[CH2:9][NH:10][c:11]2[c:12]([cH:16][cH:17][cH:18][cH:19]2)[N:13]([CH2:32][CH:33]2[CH2:34][CH2:35]2)[C:14]1=[O:15])=[O:20]. Reactants: [Li]C(C)(C)C, CC1(C)CCSc2ccc(C#Cc3ccc(Br)cn3)cc21, CN(C)C=O, CCCCC, [Cl-], [NH4+]. Yields the product CC1(C)CCSc2ccc(C#Cc3ccc(C=O)cn3)cc21. RXN SMILES: [C:22]([Li:23])([CH3:24])([CH3:25])[CH3:26].[CH3:1][C:2]1([CH3:21])[CH2:3][CH2:4][S:5][c:6]2[cH:7][cH:8][c:9]([C:12]#[C:13][c:14]3[n:15][cH:16][c:17]([Br:20])[cH:18][cH:19]3)[cH:10][c:11]21.[CH3:27][N:28]([CH:29]=[O:30])[CH3:31].[CH3:34][CH2:35][CH2:36][CH2:37][CH3:38].[Cl-:32].[NH4+:33]>>[CH3:1][C:2]1([CH3:21])[CH2:3][CH2:4][S:5][c:6]2[cH:7][cH:8][c:9]([C:12]#[C:13][c:14]3[n:15][cH:16][c:17]([CH:29]=[O:30])[cH:18][cH:19]3)[cH:10][c:11]21.